The task is: describe an organic reaction: reactants, conditions, products, and yield. This data is from the Open Reaction Database (ORD), a public repository of structured organic reaction records. The reactants are Example 1 ( 1 ), Example 152 ( 3 ), Example 1 ( 3 ), C(C(C)C)C(C(=O)OCC)C(=O)OCC (diethyl isobutylmalonate), C(=C\C1=CC=CC=C1)/S(=O)(=O)N (trans-β-styrenesulfonamide). Isolated yield 96.6%. Yields the product CC(CC(C(=O)O)C(=O)NS(=O)(=O)\C=C\C1=CC=CC=C1)C (4-methyl-2-{[((E)-styrylsulfonyl)amino]carbonyl}valeric acid). Procedure: In the same manner as in Example 1 (1), the object compound was obtained using diethyl isobutylmalonate (10.0 g). This and trans-β-styrenesulfonamide (2.91 g) were condensed in the same manner as in Example 152 (3). The condensed product was subjected to hydrolysis in the same manner as in Example 1 (3) to give the title compound (4.99 g) as an oil. RXN SMILES: [CH2:1]([CH:5]([C:11]([O:13]CC)=[O:12])[C:6]([O:8]CC)=O)[CH:2]([CH3:4])[CH3:3].[CH:16](/[S:24]([NH2:27])(=[O:26])=[O:25])=[CH:17]\[C:18]1[CH:23]=[CH:22][CH:21]=[CH:20][CH:19]=1>>[CH3:4][CH:2]([CH3:3])[CH2:1][CH:5]([C:6]([NH:27][S:24](/[CH:16]=[CH:17]/[C:18]1[CH:23]=[CH:22][CH:21]=[CH:20][CH:19]=1)(=[O:25])=[O:26])=[O:8])[C:11]([OH:13])=[O:12]. Product: C[C@@H]1NCCC2=CC=CC=C12 ((S)-1-Methyl-1,2,3,4-Tetrahydroisoquinoline). The reactants are C1(=CC=CC=C1)[C@H](C)N ((S)-1-phenylethyl-amine), ClC(C(=O)Cl)SC (α-chloro-α-(methylthio)-acetyl chloride). Reaction SMILES: [C:1]1([C@@H:7]([NH2:9])[CH3:8])[CH:6]=[CH:5][CH:4]=[CH:3][CH:2]=1.Cl[CH:11](SC)[C:12](Cl)=O>>[CH3:8][C@H:7]1[C:1]2[C:6](=[CH:5][CH:4]=[CH:3][CH:2]=2)[CH2:12][CH2:11][NH:9]1. Procedure: In accordance with the same procedures as in Preparation 1-2, except that 25.6 ml of (S)-1-phenylethyl-amine(0.20M) and 34.8 g of α-chloro-α-(methylthio)-acetyl chloride(0.22M) were used as starting materials, 8.8 g of the title compound was obtained in oil form. As a reaction SMILES: [Br:1][C:2]1[C:7]([CH3:8])=[CH:6][C:5]([OH:9])=[CH:4][C:3]=1[CH3:10].[O:11]1[CH:16]=[CH:15][CH2:14][CH2:13][CH2:12]1.C1(C)C=CC(S([O-])(=O)=O)=CC=1.[NH+]1C=CC=CC=1>ClCCl>[Br:1][C:2]1[C:7]([CH3:8])=[CH:6][C:5]([O:9][CH:12]2[CH2:13][CH2:14][CH2:15][CH2:16][O:11]2)=[CH:4][C:3]=1[CH3:10] |f:2.3|. Run in ClCCl (dichloromethane). The product is BrC1=C(C=C(OC2OCCCC2)C=C1C)C (2-(4-bromo-3,5-dimethylphenoxy)tetrahydro-2H-pyran). The reactants are BrC1=C(C=C(C=C1C)O)C (4-bromo-3,5-dimethylphenol), O1CCCC=C1 (3,4-dihydro-2H-pyran), C1(=CC=C(C=C1)S(=O)(=O)[O-])C.[NH+]1=CC=CC=C1 (pyridinium p-toluenesulfonate). Procedure details: A solution of 4-bromo-3,5-dimethylphenol (10.5 g, 52.2 mmol), 3,4-dihydro-2H-pyran (8.83 g, 105 mmol) and pyridinium p-toluenesulfonate (2.64 g, 10.5 mmol) in dichloromethane (160 mL) was stirred at room temperature for 80 hrs. The solvent was evaporated under reduced pressure and the residue was purified by silica gel column chromatography (hexane-20% ethyl acetate/hexane) to give the title compound (11.5 g, yield 77%) as a colorless oil. Isolated yield 77.3%.